This data is from the Open Reaction Database (ORD), a public repository of structured organic reaction records. The task is: describe an organic reaction: reactants, conditions, products, and yield Reactants: Cl.FC=1C=C2CNCC2=CC1 (5-Fluoroisoindoline hydrochloride), Cl.N1(CCCCC1)CCCOC1=CC=C(C(=O)Cl)C=C1 (4-(3-Piperidin-1-ylpropoxy)benzoyl chloride hydrochloride). The solvent is C(Cl)Cl (DCM). The product is Cl.N1(CCCCC1)CCCOC1=CC=C(C(=O)N2CC3=CC=C(C=C3C2)F)C=C1 (N-[4-(3-Piperidin-1-ylpropoxy)-benzoyl]-5-fluoroisoindoline hydrochloride). Isolated yield 27.3%. As a reaction SMILES: Cl.[F:2][C:3]1[CH:4]=[C:5]2[C:9](=[CH:10][CH:11]=1)[CH2:8][NH:7][CH2:6]2.Cl.[N:13]1([CH2:19][CH2:20][CH2:21][O:22][C:23]2[CH:31]=[CH:30][C:26]([C:27]([Cl:29])=[O:28])=[CH:25][CH:24]=2)[CH2:18][CH2:17][CH2:16][CH2:15][CH2:14]1>C(Cl)Cl>[ClH:29].[N:13]1([CH2:19][CH2:20][CH2:21][O:22][C:23]2[CH:24]=[CH:25][C:26]([C:27]([N:7]3[CH2:6][C:5]4[C:9](=[CH:10][CH:11]=[C:3]([F:2])[CH:4]=4)[CH2:8]3)=[O:28])=[CH:30][CH:31]=2)[CH2:18][CH2:17][CH2:16][CH2:15][CH2:14]1 |f:0.1,2.3,5.6|. Procedure details: A stirred mixture of 5-fluoroisoindoline hydrochloride (D8) (183 mg) and diethylaminoethylpolystyrene (626 mg, 3.2 mmol/g) in DCM (10 ml) at rt was treated with 4-(3-piperidin-1-ylpropoxy)-benzoyl chloride hydrochloride (223 mg) (D3). After 1 h the reaction mixture was chromatographed directly [silica gel, step gradient 0-10% MeOH (containing 10% 0.880 ammonia solution) in DCM)]. Fractions containing the required product were evaporated, redissolved in DCM, treated with excess hydrogen chloride ...